The task is: describe an organic reaction: reactants, conditions, products, and yield. This data is from the Open Reaction Database (ORD), a public repository of structured organic reaction records. Starting materials: CCO, CCOC(=O)CCNC(=O)c1ccc(NC(CC(C)C)c2cc(-c3ccc(OC)nc3)oc2C)cc1, CCCCCC. The product is COc1ccc(-c2cc(C(CC(C)C)Nc3ccc(C(=O)NCCC(=O)O)cc3)c(C)o2)cn1. Reaction SMILES: [CH2:43]([OH:44])[CH3:45].[CH3:1][O:2][c:3]1[cH:4][cH:5][c:6](-[c:9]2[cH:10][c:11]([CH:15]([CH2:16][CH:17]([CH3:18])[CH3:19])[NH:20][c:21]3[cH:22][cH:23][c:24]([C:27](=[O:28])[NH:29][CH2:30][CH2:31][C:32](=[O:33])[O:34][CH2:35][CH3:36])[cH:25][cH:26]3)[c:12]([CH3:14])[o:13]2)[cH:7][n:8]1.[CH3:37][CH2:38][CH2:39][CH2:40][CH2:41][CH3:42]>>[CH3:1][O:2][c:3]1[cH:4][cH:5][c:6](-[c:9]2[cH:10][c:11]([CH:15]([CH2:16][CH:17]([CH3:18])[CH3:19])[NH:20][c:21]3[cH:22][cH:23][c:24]([C:27](=[O:28])[NH:29][CH2:30][CH2:31][C:32](=[O:33])[OH:34])[cH:25][cH:26]3)[c:12]([CH3:14])[o:13]2)[cH:7][n:8]1. The reactants are Cc1ccccc1, CN(C)C=O, ClCCl, C=CCC(F)(F)C(=O)O. Yields the product C=CCC(F)(F)C(=O)Cl. Reaction SMILES: [CH3:13][c:14]1[cH:15][cH:16][cH:17][cH:18][cH:19]1.[CH3:20][N:21]([CH3:22])[CH:23]=[O:24].[Cl:10][CH2:11][Cl:12].[F:1][C:2]([C:3](=[O:4])[OH:5])([CH2:6][CH:7]=[CH2:8])[F:9]>>[F:1][C:2]([C:3](=[O:4])[Cl:10])([CH2:6][CH:7]=[CH2:8])[F:9]. The reactants are OC1=CC=2C=3C4=C(C(=CC3NC2C=C1)I)C(NC4=O)=O (9-hydroxy-4-iodopyrrolo[3,4-c]carbazole-1,3(2H,6H)-dione), OC=1C=C(C=CC1OC)B(O)O (3-hydroxy-4-methoxybenzeneboronic acid). The product is OC1=CC=2C=3C4=C(C(=CC3NC2C=C1)C1=CC(=C(C=C1)OC)O)C(NC4=O)=O (9-hydroxy-4-(3-hydroxy-4-methoxyphenyl)pyrrolo[3,4-c]carbazole-1,3(2H,6H)-dione). The yield is 51.0%. As a reaction SMILES: [OH:1][C:2]1[CH:14]=[CH:13][C:12]2[NH:11][C:10]3[CH:9]=[C:8](I)[C:7]4[C:16](=[O:20])[NH:17][C:18](=[O:19])[C:6]=4[C:5]=3[C:4]=2[CH:3]=1.[OH:21][C:22]1[CH:23]=[C:24](B(O)O)[CH:25]=[CH:26][C:27]=1[O:28][CH3:29]>>[OH:1][C:2]1[CH:14]=[CH:13][C:12]2[NH:11][C:10]3[CH:9]=[C:8]([C:24]4[CH:25]=[CH:26][C:27]([O:28][CH3:29])=[C:22]([OH:21])[CH:23]=4)[C:7]4[C:16](=[O:20])[NH:17][C:18](=[O:19])[C:6]=4[C:5]=3[C:4]=2[CH:3]=1. Procedure details: The reaction of 9-hydroxy-4-iodopyrrolo[3,4-c]carbazole-1,3(2H,6H)-dione, prepared as in example 7, with 3-hydroxy-4-methoxybenzeneboronic acid according to the procedure described in example 8 gave 9-hydroxy-4-(3-hydroxy-4-methoxyphenyl)pyrrolo[3,4-c]carbazole-1,3(2H,6H)-dione (10) (1, Ar=3-hydroxy-4-methoxyphenyl) (51%), mp 265° C. (dec). 1H NMR δ [(CD3)2SO] 11.67 (s, 1H), 10.96 (s, 1H), 9.22 (s, 1H), 9.15 (s, 1H), 8.33 (d, J=2.4 Hz, 1H), 7.57 (s, 1H), 7.41 (d, J=8.7 Hz, 1H), 7.22 (d, J=2.0 Hz... The reactants are O=S1(C2=C(C3=C1C=CC=C3)C=C(C=C2)NC(=O)OCC2=CC=C(C=C2)[N+](=O)[O-])=O (5,5-Dioxo-2-(4-nitrobenzoxycarbonylamino)dibenzothiophene), O=S1C2=C(C3=C1C=CC=C3)C=C(C=C2)NC(=O)OCC2=CC=C(C=C2)[N+](=O)[O-] (5-oxo-2-(4-nitrobenzoxycarbonylamino)dibenzothiophene), CNCCC1=CC=NC=C1 (4-[2-(methylamino)ethyl]pyridine). The solvent is CCOC(=O)C (EtOAc), CCOC(=O)C (EtOAc). Run at time 16 hour. The product is O=S1C2=C(C3=C1C=CC=C3)C=C(C=C2)NC(=O)N(C)CCC2=CC=NC=C2 (5-Oxo-2-(N′-pyrid-4-ylethyl-N′-methylureido)dibenzothiophene). As a reaction SMILES: O=[S:2]1(=[O:29])[C:6]2[CH:7]=[CH:8][CH:9]=[CH:10][C:5]=2[C:4]2[CH:11]=[C:12]([NH:15][C:16]([O:18]CC3C=CC([N+]([O-])=O)=CC=3)=O)[CH:13]=[CH:14][C:3]1=2.O=S1C2C=CC=CC=2C2C=C(NC(OCC3C=CC([N+]([O-])=O)=CC=3)=O)C=CC1=2.[CH3:58][NH:59][CH2:60][CH2:61][C:62]1[CH:67]=[CH:66][N:65]=[CH:64][CH:63]=1>CCOC(C)=O>[O:29]=[S:2]1[C:6]2[CH:7]=[CH:8][CH:9]=[CH:10][C:5]=2[C:4]2[CH:11]=[C:12]([NH:15][C:16]([N:59]([CH2:60][CH2:61][C:62]3[CH:67]=[CH:66][N:65]=[CH:64][CH:63]=3)[CH3:58])=[O:18])[CH:13]=[CH:14][C:3]1=2. Reported procedure: 5,5-Dioxo-2-(4-nitrobenzoxycarbonylamino)dibenzothiophene contaminated with 5-oxo-2-(4-nitrobenzoxycarbonylamino)dibenzothiophene (Examples 24 and 25; 396 mg, 1.0 mmol) was suspended in EtOAc (10 ml) and 4-[2-(methylamino)ethyl]pyridine (272 mg, 2.0 mmol) was added in one portion. The resulting mixture was stirred at ambient temperature for 16 hours then further EtOAc (100 ml) was added and the solution was washed with 1 M sodium hydroxide (2×25 ml), water (2×25 ml) and brine (25 ml), dried and ... Reactants: CC1=C(C(NC(=N1)COC)=O)CCC(=O)OCC (ethyl 3-(6-methyl-2-methoxymethyl-3H-pyrimidin-4-on-5yl)propionate), P(=O)(Cl)(Cl)Cl (phosphorus oxychloride). Yields the product ClC1=NC(=NC(=C1CCC(=O)OCC)C)COC (Ethyl 3-(4-Chloro-6-methyl-2-methoxymethylpyrimidin-5-yl)propionate). Isolated yield 84.0%. Reaction SMILES: [CH3:1][C:2]1[N:7]=[C:6]([CH2:8][O:9][CH3:10])[NH:5][C:4](=O)[C:3]=1[CH2:12][CH2:13][C:14]([O:16][CH2:17][CH3:18])=[O:15].P(Cl)(Cl)([Cl:21])=O>>[Cl:21][C:4]1[C:3]([CH2:12][CH2:13][C:14]([O:16][CH2:17][CH3:18])=[O:15])=[C:2]([CH3:1])[N:7]=[C:6]([CH2:8][O:9][CH3:10])[N:5]=1. Reported procedure: A mixture of ethyl 3-(6-methyl-2-methoxymethyl-3H-pyrimidin-4-on-5yl)propionate (4.00 g, 15.6 mmol) and phosphorus oxychloride (25 mL) was heated under reflux for 2 h. The mixture was concentrated, cooled, and poured onto ice. 1N NaOH was added to bring the pH to 6 and the mixture was extracted with EtOAc. The extracts were dried (MgSO4) and concentrated to give 3.6 g (84%) of product as a brown oil. Reactants: CCOC(=O)CCCCBr, CC#N, C1CNCCNC1, [Na+], [Na+], O=C([O-])[O-]. Product: CCOC(=O)CCCCN1CCCNCC1. As a reaction SMILES: [Br:14][CH2:15][CH2:16][CH2:17][CH2:18][C:19](=[O:20])[O:21][CH2:22][CH3:23].[CH3:24][C:25]#[N:26].[NH:7]1[CH2:8][CH2:9][NH:10][CH2:11][CH2:12][CH2:13]1.[Na+:1].[Na+:2].[O-:3][C:4](=[O:5])[O-:6]>>[N:7]1([CH2:15][CH2:16][CH2:17][CH2:18][C:19](=[O:20])[O:21][CH2:22][CH3:23])[CH2:8][CH2:9][NH:10][CH2:11][CH2:12][CH2:13]1. Reactants: C(C)(=O)O[C@H]1[C@H](NC[C@@H]1O)CC1=CC=C(C=C1)OC ((2R,3S,4S)-4-hydroxy-2-(4-methoxybenzyl)pyrrolidin-3-yl acetate), N.CO (NH3 MeOH). Run at time 5 day. Yields the product COC1=CC=C(C[C@H]2NC[C@@H]([C@H]2O)O)C=C1 ((2R,3S,4S)-2-(4-Methoxybenzyl)pyrrolidine-3,4-diol). RXN SMILES: C([O:4][C@@H:5]1[C@@H:9]([OH:10])[CH2:8][NH:7][C@@H:6]1[CH2:11][C:12]1[CH:17]=[CH:16][C:15]([O:18][CH3:19])=[CH:14][CH:13]=1)(=O)C.N.CO>>[CH3:19][O:18][C:15]1[CH:14]=[CH:13][C:12]([CH2:11][C@@H:6]2[C@H:5]([OH:4])[C@@H:9]([OH:10])[CH2:8][NH:7]2)=[CH:17][CH:16]=1 |f:1.2|. Procedure details: To a 500 mL round bottom flask containing solid (2R,3S,4S)-4-hydroxy-2-(4-methoxybenzyl)pyrrolidin-3-yl acetate (513.3 mg, 1.935 mmol) and a magnetic stir bar is added 2M NH3/MeOH (200 mL, 400 mmol). The resulting light tan solution is capped and stirred at room temp for 5 days. The solvent is removed in vacuo to give the title compound that is used directly “as is” in the next step. LC/MS (Condition A): ret. T=1.42 min, (M+H)+ 224.11.